This data is from the Open Reaction Database (ORD), a public repository of structured organic reaction records. The task is: describe an organic reaction: reactants, conditions, products, and yield Reactants: C1=CC=NC(=C1)C(=O)C(=O)C2=CC=CC=N2 (2,2′-pyridil), N(C(=N)N)C=1NC2=C(N1)C=CC=C2 (2-guanidinobenzimidazole), [OH-].[Na+] (sodium hydroxide). The solvent is CO (methanol). Reaction conditions: time 4 day. Product: N1=C(NC2=C1C=CC=C2)N=C2NC1(C(NC(N1)=NC=1NC3=C(N1)C=CC=C3)(N2)C2=NC=CC=C2)C2=NC=CC=C2 (2,5-Bis[2-benzimidazolylimino]-3a,6a-bis(2-pyridyl)-1,2,3,3a,4,5,6,6a-octahydroimidazo[4,5-d]imidazole). The yield is 71.7%. As a reaction SMILES: [CH:1]1[CH:6]=[C:5]([C:7]([C:9]([C:11]2[N:16]=[CH:15][CH:14]=[CH:13][CH:12]=2)=O)=O)[N:4]=[CH:3][CH:2]=1.[NH:17]([C:21]1[NH:22][C:23]2[CH:29]=[CH:28][CH:27]=[CH:26][C:24]=2[N:25]=1)[C:18]([NH2:20])=[NH:19].[OH-].[Na+]>CO>[N:25]1[C:24]2[CH:26]=[CH:27][CH:28]=[CH:29][C:23]=2[NH:22][C:21]=1[N:17]=[C:18]1[NH:20][C:7]2([C:5]3[CH:6]=[CH:1][CH:2]=[CH:3][N:4]=3)[NH:20][C:18](=[N:17][C:21]3[NH:25][C:24]4[CH:26]=[CH:27][CH:28]=[CH:29][C:23]=4[N:22]=3)[NH:19][C:9]2([C:11]2[CH:12]=[CH:13][CH:14]=[CH:15][N:16]=2)[NH:19]1 |f:2.3|. Procedure details: A mixture of 2,2′-pyridil (15.8 g, 74.4 mmol) and 2-guanidinobenzimidazole (19.5 g, 111.7 mmol) in methanol (440 mL) was treated with a solution of sodium hydroxide (2.97 g, 74.4 mmol) in 74 mL and the resulting mixture was left standing at room temperature for 4 days. The crystalline material was filtered and dried under vacuum to yield 21.1 g of the title compound as off-white crystals (72%). mp: 305-307° C. (dec); HPLC retention time 4.5 min (reversed phase, Beckman ultrasphere ODS 4.6 mm×25 ... Starting materials: FC1=C(C(=C(C=C1F)F)F)C[C@H](C)N ((S)-1-(2,3,5,6-Tetrafluorophenyl)propan-2-amine), ClC1=C(C(NC=C1)=O)C1=NC=2C(=CC=3C(N(C(C3C2)=O)C2CCN(CC2)C)=O)N1 (2-(4-chloro-2-oxo-1,2-dihydropyridin-3-yl)-6-(1-methylpiperidin-4-yl)imidazo[4,5-f]isoindole-5,7(1H,6H)-dione). The product is CN1CCC(CC1)N1C(C=2C=C3C(=CC2C1=O)NC(=N3)C=3C(NC=CC3N[C@H](CC3=C(C(=CC(=C3F)F)F)F)C)=O)=O ((S)-6-(1-Methylpiperidin-4-yl)-2-(2-oxo-4-(1-(2,3,5,6-tetrafluorophenyl)propan-2-ylamino)-1,2-dihydropyridin-3-yl)imidazo[4,5-f]isoindole-5,7(1H,6H)-dione). As a reaction SMILES: [F:1][C:2]1[C:7]([F:8])=[CH:6][C:5]([F:9])=[C:4]([F:10])[C:3]=1[CH2:11][C@@H:12]([NH2:14])[CH3:13].Cl[C:16]1[CH:21]=[CH:20][NH:19][C:18](=[O:22])[C:17]=1[C:23]1[NH:43][C:26]2=[CH:27][C:28]3[C:29](=[O:42])[N:30]([CH:35]4[CH2:40][CH2:39][N:38]([CH3:41])[CH2:37][CH2:36]4)[C:31](=[O:34])[C:32]=3[CH:33]=[C:25]2[N:24]=1>>[CH3:41][N:38]1[CH2:39][CH2:40][CH:35]([N:30]2[C:29](=[O:42])[C:28]3[CH:27]=[C:26]4[NH:43][C:23]([C:17]5[C:18](=[O:22])[NH:19][CH:20]=[CH:21][C:16]=5[NH:14][C@@H:12]([CH3:13])[CH2:11][C:3]5[C:2]([F:1])=[C:7]([F:8])[CH:6]=[C:5]([F:9])[C:4]=5[F:10])=[N:24][C:25]4=[CH:33][C:32]=3[C:31]2=[O:34])[CH2:36][CH2:37]1. Procedure details: (S)-1-(2,3,5,6-Tetrafluorophenyl)propan-2-amine and 2-(4-chloro-2-oxo-1,2-dihydropyridin-3-yl)-6-(1-methylpiperidin-4-yl)imidazo[4,5-f]isoindole-5,7(1H,6H)-dione were submitted to general procedure A. The isolated solid was triturated with water once and MeOH four times to give the title compound as an off-white solid, which was used directly in the next step. Reactants: CCc1cc(CCC2(C3CCCC3)CC(O)=C(Cc3nc4nc(C)cc(C)n4n3)C(=O)O2)ccc1CNC(=O)OC(C)(C)C, ClCCl, Cl, C1COCCO1. The product is CCc1cc(CCC2(C3CCCC3)CC(O)=C(Cc3nc4nc(C)cc(C)n4n3)C(=O)O2)ccc1CN, Cl. RXN SMILES: [CH:1]1([C:6]2([CH2:26][CH2:27][c:28]3[cH:29][c:30]([CH2:43][CH3:44])[c:31]([CH2:32][NH:33][C:34](=[O:35])[O:36][C:37]([CH3:38])([CH3:39])[CH3:40])[cH:41][cH:42]3)[O:7][C:8](=[O:25])[C:9]([CH2:13][c:14]3[n:15][n:16]4[c:17]([n:18][c:19]([CH3:23])[cH:20][c:21]4[CH3:22])[n:24]3)=[C:10]([OH:12])[CH2:11]2)[CH2:2][CH2:3][CH2:4][CH2:5]1.[Cl:46][CH2:47][Cl:48].[ClH:45].[O:49]1[CH2:50][CH2:51][O:52][CH2:53][CH2:54]1>>[CH:1]1([C:6]2([CH2:26][CH2:27][c:28]3[cH:29][c:30]([CH2:43][CH3:44])[c:31]([CH2:32][NH2:33])[cH:41][cH:42]3)[O:7][C:8](=[O:25])[C:9]([CH2:13][c:14]3[n:15][n:16]4[c:17]([n:18][c:19]([CH3:23])[cH:20][c:21]4[CH3:22])[n:24]3)=[C:10]([OH:12])[CH2:11]2)[CH2:2][CH2:3][CH2:4][CH2:5]1.[ClH:45]. Starting materials: N(=C=S)C=1C=NC=CC1 (3-isothiocyanatopyridine), OCC1CC2=C(CN1)SC=C2 ((RS)-5-hydroxymethyl-4,5,6,7-tetrahydrothieno[2,3-c]pyridine), C(C)(C)O (isopropanol), C(C)(C)OC(C)C (diisopropyl ether). Run in C(C)O (ethanol), C(C)O (ethanol). Conditions: temperature 20 celsius, time 20 hour. The product is OCC1CC2=C(CN1C(NC=1C=NC=CC1)=S)SC=C2 ((RS)-5-Hydroxymethyl-6-[(pyrid-3-yl)thiocarbamoyl]-4,5,6,7-tetrahydrothieno[2,3-c]pyridine). Isolated yield 75.4%. As a reaction SMILES: [N:1]([C:4]1[CH:5]=[N:6][CH:7]=[CH:8][CH:9]=1)=[C:2]=[S:3].[OH:10][CH2:11][CH:12]1[NH:17][CH2:16][C:15]2[S:18][CH:19]=[CH:20][C:14]=2[CH2:13]1.C(O)(C)C.C(OC(C)C)(C)C>C(O)C>[OH:10][CH2:11][CH:12]1[N:17]([C:2](=[S:3])[NH:1][C:4]2[CH:5]=[N:6][CH:7]=[CH:8][CH:9]=2)[CH2:16][C:15]2[S:18][CH:19]=[CH:20][C:14]=2[CH2:13]1. Reported procedure: A solution of 3-isothiocyanatopyridine (1.36 g) in absolute ethanol (40 cc) is added dropwise, at a temperature of about 0° C., to a solution of (RS)-5-hydroxymethyl-4,5,6,7-tetrahydrothieno[2,3-c]pyridine (1.69 g) in absolute ethanol (60 cc). The resulting solution is stirred for 20 hours at a temperature of about 20° C. and the solid formed is then filtered off. The filtrate is evaporated to dryness under reduced pressure (25 mm Hg; 3.3 kPa) at 40° C. and a white solid is obtained which is com... Run at time 8 hour. Procedure: n-Nonanoyl chloride (23 g) was dropwise added to a stirred solution of glycerin (6.0 g) in dry pyridine (60 ml) at 0° to 5° C. over 30 minutes. The mixture was stirred at the same temperature for an hour, and then allowed to stand at room temperature overnight. The resultant mixture was poured into ice water (300 ml), and extracted with ethyl acetate (50 ml×2). The extract was washed with water (10 ml), 10% aqueous hydrochloric acid and a saturated aqueous solution of sodium chloride (40 ml) in ... The reactants are C(CCCCCCCC)(=O)Cl (n-Nonanoyl chloride), OCC(O)CO (glycerin), resultant mixture, ice water. Solvent: N1=CC=CC=C1 (pyridine). RXN SMILES: [C:1](Cl)(=[O:10])[CH2:2][CH2:3][CH2:4][CH2:5][CH2:6][CH2:7][CH2:8][CH3:9].[OH:12][CH2:13][CH:14]([CH2:16][OH:17])[OH:15]>N1C=CC=CC=1>[C:1]([O:12][CH2:13][CH:14]([OH:15])[CH2:16][O:17][C:1](=[O:10])[CH2:2][CH2:3][CH2:4][CH2:5][CH2:6][CH2:7][CH2:8][CH3:9])(=[O:10])[CH2:2][CH2:3][CH2:4][CH2:5][CH2:6][CH2:7][CH2:8][CH3:9]. Product: C(CCCCCCCC)(=O)OCC(COC(CCCCCCCC)=O)O (1,3-di-n-nonanoyloxy-2-propanol). Starting materials: C(CC=C)OC1=CC=C(C=C1)S(=O)(=O)N(CC(=O)NOC(C)(C)OC)CC1=CC=C(C=C1)N1N=CN=C1 (2-[(4-but-3-enyloxy-benzenesulfonyl)-(4-[1,2,4]triazol-1-yl-benzyl)-amino]-N-(1-methoxy-1-methyl-ethoxy)-acetamide), Cl (hydrochloride). Run in CCOC(=O)C (AcOEt). Conditions: time 5 minute. Product: Cl.C(CC=C)OC1=CC=C(C=C1)S(=O)(=O)N(CC(=O)NO)CC1=CC=C(C=C1)N1N=CN=C1 (2-[(4-but-3-enyloxy-benzenesulfonyl)-(4-[1,2,4]triazol-1-yl-benzyl)-amino]-N-hydroxy-acetamide-hydrochloride salt). As a reaction SMILES: [CH2:1]([O:5][C:6]1[CH:11]=[CH:10][C:9]([S:12]([N:15]([CH2:26][C:27]2[CH:32]=[CH:31][C:30]([N:33]3[CH:37]=[N:36][CH:35]=[N:34]3)=[CH:29][CH:28]=2)[CH2:16][C:17]([NH:19][O:20]C(OC)(C)C)=[O:18])(=[O:14])=[O:13])=[CH:8][CH:7]=1)[CH2:2][CH:3]=[CH2:4].[ClH:38]>CCOC(C)=O>[ClH:38].[CH2:1]([O:5][C:6]1[CH:11]=[CH:10][C:9]([S:12]([N:15]([CH2:26][C:27]2[CH:28]=[CH:29][C:30]([N:33]3[CH:37]=[N:36][CH:35]=[N:34]3)=[CH:31][CH:32]=2)[CH2:16][C:17]([NH:19][OH:20])=[O:18])(=[O:14])=[O:13])=[CH:8][CH:7]=1)[CH2:2][CH:3]=[CH2:4] |f:3.4|. Reported procedure: To a solution of 4.2 g (7.93 mmol) of 2-[(4-but-3-enyloxy-benzenesulfonyl)-(4-[1,2,4]triazol-1-yl-benzyl)-amino]-N-(1-methoxy-1-methyl-ethoxy)-acetamide (stage 79.6) in 100 ml of AcOEt, 28 ml of 5 N aqueous hydrochloride are added at r.t. After stirring for 5 min, precipitates are filtered off and dried in vacuo to give 2-[(4-but-3-enyloxy-benzenesulfonyl)-(4-[1,2,4]triazol-1-yl-benzyl)-amino]-N-hydroxy-acetamide-hydrochloride salt as colorless powder. 1H-NMR (400 MHz, DMSO-d6): 2.45–2.55 (m, 2H... Starting materials: ClCCl, O=C=Nc1ccc(F)cc1, COC(CNCCN1CCN(c2cccc3c2OCCO3)CC1)OC. The product is COC(CN(CCN1CCN(c2cccc3c2OCCO3)CC1)C(=O)Nc1ccc(F)cc1)OC. RXN SMILES: [CH2:36]([Cl:37])[Cl:38].[F:26][c:27]1[cH:28][cH:29][c:30]([N:33]=[C:34]=[O:35])[cH:31][cH:32]1.[O:1]1[CH2:2][CH2:3][O:4][c:5]2[c:6]1[cH:7][cH:8][cH:9][c:10]2[N:11]1[CH2:12][CH2:13][N:14]([CH2:17][CH2:18][NH:19][CH2:20][CH:21]([O:22][CH3:23])[O:24][CH3:25])[CH2:15][CH2:16]1>>[O:1]1[CH2:2][CH2:3][O:4][c:5]2[c:6]1[cH:7][cH:8][cH:9][c:10]2[N:11]1[CH2:12][CH2:13][N:14]([CH2:17][CH2:18][N:19]([CH2:20][CH:21]([O:22][CH3:23])[O:24][CH3:25])[C:34]([NH:33][c:30]2[cH:29][cH:28][c:27]([F:26])[cH:32][cH:31]2)=[O:35])[CH2:15][CH2:16]1.